This data is from the Open Reaction Database (ORD), a public repository of structured organic reaction records. The task is: describe an organic reaction: reactants, conditions, products, and yield The reactants are BrC=1C(=NC=CC1)Cl (3-bromo-2-chloropyridine), BrC=1C(=NC=CC1)Cl (3-bromo-2-chloropyridine), N1CCNCC1 (piperazine). The product is BrC=1C(=NC=CC1)N1CCNCC1 (1-(3-bromopyridin-2-yl)piperazine). As a reaction SMILES: [Br:1][C:2]1[C:3](Cl)=[N:4][CH:5]=[CH:6][CH:7]=1.[NH:9]1[CH2:14][CH2:13][NH:12][CH2:11][CH2:10]1>>[Br:1][C:2]1[C:3]([N:9]2[CH2:14][CH2:13][NH:12][CH2:11][CH2:10]2)=[N:4][CH:5]=[CH:6][CH:7]=1. Procedure: Alternatively, 3-bromo-2-chloropyridine may be used as shown in Scheme VIII. Thus, 3-bromo-2-chloropyridine (27) is heated with piperazine to provide 1-(3-bromopyridin-2-yl)piperazine (28), followed by Suzuki coupling of the phenyl moiety to provide the phenylpiperazine intermediate (25). Reactants: FC1=CC=C(C=C1)[N+](=O)[O-] (1-fluoro-4-nitrobenzene), ClC1=C(C=CC=C1)O (chlorophenol), O (water), C(C)(=O)OCC (ethyl acetate). The solvent is CS(=O)C (dimethylsulfoxide), CS(=O)C (DMSO). Product: ClC1=CC=C(OC2=CC=C(C=C2)[N+](=O)[O-])C=C1 (4-(4'-chlorophenoxy)-nitrobenzene). Isolated yield 98.0%. As a reaction SMILES: F[C:2]1[CH:7]=[CH:6][C:5]([N+:8]([O-:10])=[O:9])=[CH:4][CH:3]=1.[Cl:11][C:12]1[CH:17]=CC=[CH:14][C:13]=1O.O.C([O:23][CH2:24][CH3:25])(=O)C>CS(C)=O>[Cl:11][C:12]1[CH:17]=[CH:25][C:24]([O:23][C:2]2[CH:7]=[CH:6][C:5]([N+:8]([O-:10])=[O:9])=[CH:4][CH:3]=2)=[CH:14][CH:13]=1. Procedure details: A solution of 10.5 g (75.0 mmole) of 1-fluoro-4-nitrobenzene in 100 ml of dimethylsulfoxide and 9.64 g (75 mmole) of chlorophenol in 100 ml of DMSO was heated to 70° C. and maintained at this temperature for 4 hours. After allowing to cool to room temperature, 250 ml of water and then 250 ml of ethyl acetate were added slowly. The layers were separated and the organic layer was washed with 5×b 250 ml of water and 100 ml of sodium chloride, orange solid. Flash chromatography (CH2Cl2 eluent) yield... Reactants: FC=1C=C(C=C(C1NS(=O)(=O)C)F)C(C)NC(=O)C=1N=C(SC1)Cl (2-Chloro-thiazole-4-carboxylic acid [1-(3,5-difluoro-4-methanesulfonylamino-phenyl)-ethyl]-amide), C(C)(C)C=1C=C(C=CC1)B(O)O (3-isopropyl phenyl boronic acid). Yields the product FC=1C=C(C=C(C1NS(=O)(=O)C)F)C(C)NC(=O)C=1N=C(SC1)C1=CC(=CC=C1)C(C)C (2-(3-Isopropyl-phenyl)-thiazole-4-carboxylic acid [1-(3,5-difluoro-4-methanesulfonylamino-phenyl)-ethyl]-amide). Yield: 44.9%. Reaction SMILES: [F:1][C:2]1[CH:3]=[C:4]([CH:14]([NH:16][C:17]([C:19]2[N:20]=[C:21](Cl)[S:22][CH:23]=2)=[O:18])[CH3:15])[CH:5]=[C:6]([F:13])[C:7]=1[NH:8][S:9]([CH3:12])(=[O:11])=[O:10].[CH:25]([C:28]1[CH:29]=[C:30](B(O)O)[CH:31]=[CH:32][CH:33]=1)([CH3:27])[CH3:26]>>[F:1][C:2]1[CH:3]=[C:4]([CH:14]([NH:16][C:17]([C:19]2[N:20]=[C:21]([C:32]3[CH:31]=[CH:30][CH:29]=[C:28]([CH:25]([CH3:27])[CH3:26])[CH:33]=3)[S:22][CH:23]=2)=[O:18])[CH3:15])[CH:5]=[C:6]([F:13])[C:7]=1[NH:8][S:9]([CH3:12])(=[O:11])=[O:10]. Reported procedure: 2-Chloro-thiazole-4-carboxylic acid [1-(3,5-difluoro-4-methanesulfonylamino-phenyl)-ethyl]-amide (50 mg, 0.13 mmol) was reacted with 3-isopropyl phenyl boronic acid (42 mg, 0.26 mmol) to give the title compound (28 mg, 45%) after purification by column chromatography (gradient 12% to 100% EtOAc in n-hexane). Starting materials: CCn1c(=O)n(-c2ccc(O)cc2)c2nccc(C)c21, CC(C)[Si](Cl)(C(C)C)C(C)C, [Ca+2], [Cl-], [Cl-], [H-], [Na+], [Na+], O=C([O-])O, CN(C)C=O. Yields the product CCn1c(=O)n(-c2ccc(O[Si](C(C)C)(C(C)C)C(C)C)cc2)c2nccc(C)c21. RXN SMILES: [CH2:12]([CH3:13])[n:14]1[c:15](=[O:31])[n:16](-[c:24]2[cH:25][cH:26][c:27]([OH:30])[cH:28][cH:29]2)[c:17]2[n:18][cH:19][cH:20][c:21]([CH3:23])[c:22]12.[CH:1]([CH3:2])([CH3:3])[Si:4]([CH:5]([CH3:6])[CH3:7])([CH:8]([CH3:9])[CH3:10])[Cl:11].[Ca+2:35].[Cl-:34].[Cl-:36].[H-:33].[Na+:32].[Na+:41].[O-:37][C:38]([OH:39])=[O:40].[O:42]=[CH:43][N:44]([CH3:45])[CH3:46]>>[CH:1]([CH3:2])([CH3:3])[Si:4]([CH:5]([CH3:6])[CH3:7])([CH:8]([CH3:9])[CH3:10])[O:30][c:27]1[cH:26][cH:25][c:24](-[n:16]2[c:15](=[O:31])[n:14]([CH2:12][CH3:13])[c:22]3[c:17]2[n:18][cH:19][cH:20][c:21]3[CH3:23])[cH:29][cH:28]1. Reactants: C1C2CC1(C2)N, Nc1ncncc1OCC1CCN(CC1)c1cc(nc(OC[C@@H]2OCCC2)n1)Cl. Reagents/catalysts: c1ccc(cc1)-c2c3ccccc3cc4ccccc24 (9-Phenylanthracene), C(=O)([O-])[O-].[K+].[K+] (K2CO3), dcyppe.BF4, C(O[Pd]OC(C)=O)(C)=O (Pd(OAc)2). Run in CC#N (MeCN). Conditions: temperature 90 celsius, time 18 hour. Product: Nc1ncncc1OCC2CCN(CC2)c3cc(nc(OC[C@H]4CCCO4)n3)C(=O)NC56CC(C5)C6. As a reaction SMILES: [NH2:1][c:2]1[c:7]([O:8][CH2:9][CH:10]2[CH2:15][CH2:14][N:13]([c:16]3[n:28][c:20]([O:21][CH2:22][C@@H:23]4[O:27][CH2:26][CH2:25][CH2:24]4)[n:19][c:18](Cl)[cH:17]3)[CH2:12][CH2:11]2)[cH:6][n:5][cH:4][n:3]1.[NH2:29][C:30]1([CH2:34][CH:32]2[CH2:31]1)[CH2:33]2>>[NH2:1][c:2]1[c:7]([O:8][CH2:9][CH:10]2[CH2:15][CH2:14][N:13]([c:16]3[n:28][c:20]([O:21][CH2:22][C@@H:23]4[O:27][CH2:26][CH2:25][CH2:24]4)[n:19][c:18](C([NH:29][C:30]5([CH2:34][CH:32]6[CH2:31]5)[CH2:33]6)=O)[cH:17]3)[CH2:12][CH2:11]2)[cH:6][n:5][cH:4][n:3]1. Starting materials: CC1=CC(=CC=2NC(NC21)=O)C (4,6-Dimethyl-1,3-dihydro-2H-benzimidazol-2-one), [H-].[Na+] (sodium hydride), BrCC(=O)OC(C)(C)C (tert-butyl bromoacetate). Run in CN(C)C=O (DMF), CN(C)C=O (DMF), O (H2O). Conditions: time 20 minute. Yields the product CC1=CC(=CC=2N(C(NC21)=O)CC(=O)OC(C)(C)C)C (tert-Butyl (4,6-dimethyl-2-oxo-2,3-dihydro-1H-benzimidazol-1-yl)acetate). Reaction SMILES: [CH3:1][C:2]1[C:10]2[NH:9][C:8](=[O:11])[NH:7][C:6]=2[CH:5]=[C:4]([CH3:12])[CH:3]=1.[H-].[Na+].Br[CH2:16][C:17]([O:19][C:20]([CH3:23])([CH3:22])[CH3:21])=[O:18]>CN(C=O)C.O>[CH3:1][C:2]1[C:10]2[NH:9][C:8](=[O:11])[N:7]([CH2:16][C:17]([O:19][C:20]([CH3:23])([CH3:22])[CH3:21])=[O:18])[C:6]=2[CH:5]=[C:4]([CH3:12])[CH:3]=1 |f:1.2|. Procedure: To a stirred solution of 4,6-dimethyl-1,3-dihydro-2H-benzimidazol-2-one from Step A (7.15 g, 44.1 mmol) in DMF (200 mL) was added sodium hydride (1.76 g of a 60% dispersion in mineral oil, 44.1 mmol) over 2 min. The mixture was stirred for 20 min, then tert-butyl bromoacetate (8.17 g, 41.9 mmol) in DMF (40 mL) was added and stirring was continued for 1 h. The reaction mixture was diluted with H2O (400 mL) carefully and a solid precipitated. The mixture was aged for 5 min, then filtered to give a... Reactants: Cc1ccccc1OC1CCNCC1, CCN(C(C)C)C(C)C, ClCCl, Cl, COc1ccc(N=C=S)cn1. Yields the product COc1ccc(NC(=S)N2CCC(Oc3ccccc3C)CC2)cn1. RXN SMILES: [CH3:13][c:14]1[c:15]([O:16][CH:17]2[CH2:18][CH2:19][NH:20][CH2:21][CH2:22]2)[cH:23][cH:24][cH:25][cH:26]1.[CH:27]([N:28]([CH2:29][CH3:30])[CH:31]([CH3:32])[CH3:33])([CH3:34])[CH3:35].[Cl:36][CH2:37][Cl:38].[ClH:12].[N:1](=[C:2]=[S:3])[c:4]1[cH:5][cH:6][c:7]([O:10][CH3:11])[n:8][cH:9]1>>[NH:1]([C:2](=[S:3])[N:20]1[CH2:19][CH2:18][CH:17]([O:16][c:15]2[c:14]([CH3:13])[cH:26][cH:25][cH:24][cH:23]2)[CH2:22][CH2:21]1)[c:4]1[cH:5][cH:6][c:7]([O:10][CH3:11])[n:8][cH:9]1. The reactants are C1(CC(CC1)O)O (1,3-cyclopentanediol), N1C=NC=C1 (imidazole), [Si](C)(C)(C(C)(C)C)Cl (tert-butyldimethylsilyl chloride). The solvent is O1CCCC1 (tetrahydrofuran). Conditions: time 8 hour. Yields the product C(C)(C)(C)[Si](O[C@@H]1C[C@H](CC1)O)(C)C ((±)-trans-3-(tert-butyl-dimethyl-silanyloxy)-cyclopentanol), C(C)(C)(C)[Si](O[C@H]1C[C@H](CC1)O)(C)C ((±)-cis-3-(tert-butyl-dimethyl-silanyloxy)-cyclopentanol). Isolated yield 11.3%. Reaction SMILES: [CH:1]1([OH:7])[CH2:5][CH2:4][CH:3]([OH:6])[CH2:2]1.N1C=CN=C1.[Si:13](Cl)([C:16]([CH3:19])([CH3:18])[CH3:17])([CH3:15])[CH3:14]>O1CCCC1>[C:16]([Si:13]([CH3:15])([CH3:14])[O:6][C@H:3]1[CH2:4][CH2:5][C@H:1]([OH:7])[CH2:2]1)([CH3:19])([CH3:18])[CH3:17].[C:16]([Si:13]([CH3:15])([CH3:14])[O:6][C@@H:3]1[CH2:4][CH2:5][C@H:1]([OH:7])[CH2:2]1)([CH3:19])([CH3:18])[CH3:17]. Procedure: To a mixture of 1,3-cyclopentanediol (5.0 g, 48.9 mmol) (cis/trans mixture, Aldrich) and imidazole (3.3 g, 48.5 mmol) in tetrahydrofuran (100 mL) at 0° C. was added tert-butyldimethylsilyl chloride (5.2 g, 34.3 mmol) (Aldrich) in portions (250 mg every 15 minutes). When all additions were completed the reaction mixture was allowed to slowly warn to room temperature. After stirring overnight the mixture was partitioned between ethyl acetate and water. The organic layer was collected, dried over s...